This data is from the Open Reaction Database (ORD), a public repository of structured organic reaction records. The task is: describe an organic reaction: reactants, conditions, products, and yield Reactants: COC1=CC=C(C=C1)NCCCOC1=CC2=CC=CC=C2C=C1 ((4-methoxyphenyl)-[3-(naphthalen-2-yloxy)propyl]amine), CI (methyl iodide). The solvent is CC(=O)C (acetone). Yields the product COC1=CC=C(C=C1)N(C)CCCOC1=CC2=CC=CC=C2C=C1 (N-(4 methoxyphenyl)-N-methyl (3-(naphthalen-2-yloxy)propyl) amine). RXN SMILES: [CH3:1][O:2][C:3]1[CH:8]=[CH:7][C:6]([NH:9][CH2:10][CH2:11][CH2:12][O:13][C:14]2[CH:23]=[CH:22][C:21]3[C:16](=[CH:17][CH:18]=[CH:19][CH:20]=3)[CH:15]=2)=[CH:5][CH:4]=1.[CH3:24]I>CC(C)=O>[CH3:1][O:2][C:3]1[CH:4]=[CH:5][C:6]([N:9]([CH2:10][CH2:11][CH2:12][O:13][C:14]2[CH:23]=[CH:22][C:21]3[C:16](=[CH:17][CH:18]=[CH:19][CH:20]=3)[CH:15]=2)[CH3:24])=[CH:7][CH:8]=1. Procedure details: A mixture of (4-methoxyphenyl)-[3-(naphthalen-2-yloxy)propyl]amine (0.5 gm, 0.002 mole) and methyl iodide (0.49 ml, 0.003 mole) was taken in dry acetone (40 ml). It was refluxed for 12 hrs and the progress of reaction checked by TLC. Reaction mixture was filtered and the filtrate was concentrated to get oily compound which was further crystallized by benzene hexane mixture to get N-(4 methoxyphenyl)-N-methyl (3-(naphthalen-2-yloxy)propyl) amine, crystallized as yellow solid, m.p. 112° C., (yield... The reactants are Cl.NO (Hydroxylamine hydrochloride), [OH-].[K+] (KOH), suspension, COC(CN1CC(C1)CN(CC1=NC=CC=C1C)CC1=NC=CC=C1C)=O ((3-{[bis-(3-methyl-pyridin-2-ylmethyl)-amino]-methyl}-azetidin-1-yl)-acetic acid methyl ester), Cl (HCl). Run in CO (MeOH), CO (MeOH). Conditions: temperature 60 celsius, time 24 hour. The product is C(Cl)Cl.CO.[NH4+].[OH-] (CH2Cl2 MeOH NH4OH), CC=1C(=NC=CC1)CN(CC1=NC=CC=C1C)CC1CN(C1)CC(=O)NO (2-(3-{[bis-(3-methyl-pyridin-2-ylmethyl)-amino]-methyl}-azetidin-1-yl)-N-hydroxy-acetamide). Isolated yield 48.0%. As a reaction SMILES: [ClH:1].[NH2:2][OH:3].[OH-].[K+].[CH3:6][O:7][C:8](=[O:32])[CH2:9][N:10]1[CH2:13][CH:12]([CH2:14][N:15]([CH2:24][C:25]2[C:30]([CH3:31])=[CH:29][CH:28]=[CH:27][N:26]=2)[CH2:16][C:17]2[C:22]([CH3:23])=[CH:21][CH:20]=[CH:19][N:18]=2)[CH2:11]1.[ClH:33]>CO>[CH2:6]([Cl:33])[Cl:1].[CH3:6][OH:7].[NH4+:10].[OH-:3].[CH3:23][C:22]1[C:17]([CH2:16][N:15]([CH2:14][CH:12]2[CH2:13][N:10]([CH2:9][C:8]([NH:2][OH:3])=[O:32])[CH2:11]2)[CH2:24][C:25]2[C:30]([CH3:31])=[CH:29][CH:28]=[CH:27][N:26]=2)=[N:18][CH:19]=[CH:20][CH:21]=1 |f:0.1,2.3,7.8.9.10|. Reported procedure: Hydroxylamine hydrochloride (1.0 g, 14.3 mmol) was dissolved in MeOH (6 mL) with slight heating. In a separate flask, KOH (1.36 g, 21.3 mmol) was dissolved in MeOH (6 mL) with heating to 60° C., then this was added to the above solution at 40° C. KCl precipitated out, and was cooled to 0° C. The clear portion of this suspension (3.2 mL) was added to (3-{[bis-(3-methyl-pyridin-2-ylmethyl)-amino]-methyl}-azetidin-1-yl)-acetic acid methyl ester (0.1411 g, 0.38 mmol) and stirred at room temperature ...